Dataset: the Open Reaction Database (ORD), a public repository of structured organic reaction records. Task: describe an organic reaction: reactants, conditions, products, and yield Reactants: ClC=1C=C(C=C)C=CC1 (3-chlorostyrene), C[N+]1(CCOCC1)[O-] (NMO), C1=CC(=CC(=C1)Cl)C(=O)OO (m-CPBA). Solvent: C(Cl)Cl (CH2Cl2). Run at temperature -78 celsius, time 10 minute. Product: ClC=1C=C([C@@H]2CO2)C=CC1 ((R)-3-chlorostyrene oxide). Yield: 86.3%. RXN SMILES: [Cl:1][C:2]1[CH:3]=[C:4]([CH:7]=[CH:8][CH:9]=1)[CH:5]=[CH2:6].C[N+]1([O-])CC[O:14]CC1.C1C=C(Cl)C=C(C(OO)=O)C=1>C(Cl)Cl>[Cl:1][C:2]1[CH:3]=[C:4]([CH:7]=[CH:8][CH:9]=1)[C@H:5]1[O:14][CH2:6]1. Procedure: A round-bottom flask equipped with a overhead stirrer was charged with 3-chlorostyrene (1.00 g, 7.22×10−3 mol), CH2Cl2 (78 mL), (R,R)-4 (0.349 g, 3.61×10−4 mol), and NMO (4.22 g, 3.62×10−2 mol). The solution was cooled to −78° C. before solid m-CPBA (2.51 g, 1.46×10−2 mol) was added in portions over 1.5 minutes. The reaction was monitored by GC. Upon completion (3 h), the reaction was quenched by the addition of a solution of dimethyl sulfide (6 mL) in CH2Cl2 (25 mL) precooled to −78° C. The sol...